From a dataset of the Open Reaction Database (ORD), a public repository of structured organic reaction records. describe an organic reaction: reactants, conditions, products, and yield RXN SMILES: [Cl:1][C:2]([Cl:12])=[CH:3][C@@H:4]1[C@H:6]([C:7](O)=[O:8])[C:5]1([CH3:11])[CH3:10].S(Cl)([Cl:15])=O>>[Cl:1][C:2]([Cl:12])=[CH:3][C@@H:4]1[C@H:6]([C:7]([Cl:15])=[O:8])[C:5]1([CH3:11])[CH3:10]. Isolated yield 98.0%. Yields the product ClC(=C[C@H]1C([C@H]1C(=O)Cl)(C)C)Cl ((cis)-3-(2,2-dichloroethenyl)-2,2-dimethylcyclopropanecarboxylic acid chloride). The reactants are ClC(=C[C@H]1C([C@H]1C(=O)O)(C)C)Cl (cis-3-(2,2-dichloroethenyl)-2,2-dimethylcyclopropanecarboxylic acid), S(=O)(Cl)Cl (thionyl chloride), S(=O)(Cl)Cl (thionyl chloride). Procedure: In a flask were placed 400 g (1.913 moles) of cis-3-(2,2-dichloroethenyl)-2,2-dimethylcyclopropanecarboxylic acid and sufficient thionyl chloride to create a slurry. The remainder of the thionyl chloride (total used was 412.6 g (5.74 moles)) was added dropwise with stirring under a nitrogen blanket, and the reaction mixture was stirred at room temperature overnight. The crude product was distilled at 66°-67° C. at 66.7 Pa (0.5 mm of Hg) to produce 426.4 g of 98% (cis)-3-(2,2-dichloroethenyl)-2,2... Reactants: BrCC1=NC2=CC(=C(C=C2C(=C1C(CCCC)=O)C1=CC(=C(C=C1)OC)OC)OC)OC (2-bromomethyl-4-(3,4-dimethoxyphenyl)-6,7-dimethoxy-3-valerylquinoline), C(C)(C)(C)NCC (N-tert-butyl-N-ethylamine). Yields the product COC=1C=C(C=CC1OC)C1=C(C(=NC2=CC(=C(C=C12)OC)OC)CN(CC)C(C)(C)C)C(CCCC)=O (4-(3,4-dimethoxyphenyl)-2-(N-tert-butyl-N-ethylaminomethyl)-6,7-dimethoxy-3-valerylquinoline). RXN SMILES: Br[CH2:2][C:3]1[C:12]([C:13](=[O:18])[CH2:14][CH2:15][CH2:16][CH3:17])=[C:11]([C:19]2[CH:24]=[CH:23][C:22]([O:25][CH3:26])=[C:21]([O:27][CH3:28])[CH:20]=2)[C:10]2[C:5](=[CH:6][C:7]([O:31][CH3:32])=[C:8]([O:29][CH3:30])[CH:9]=2)[N:4]=1.[C:33]([NH:37][CH2:38][CH3:39])([CH3:36])([CH3:35])[CH3:34]>>[CH3:28][O:27][C:21]1[CH:20]=[C:19]([C:11]2[C:10]3[C:5](=[CH:6][C:7]([O:31][CH3:32])=[C:8]([O:29][CH3:30])[CH:9]=3)[N:4]=[C:3]([CH2:2][N:37]([C:33]([CH3:36])([CH3:35])[CH3:34])[CH2:38][CH3:39])[C:12]=2[C:13](=[O:18])[CH2:14][CH2:15][CH2:16][CH3:17])[CH:24]=[CH:23][C:22]=1[O:25][CH3:26]. Procedure details: According to the same manner as that described in Example 1, 2-bromomethyl-4-(3,4-dimethoxyphenyl)-6,7-dimethoxy-3-valerylquinoline was reacted with N-tert-butyl-N-ethylamine to give 4-(3,4-dimethoxyphenyl)-2-(N-tert-butyl-N-ethylaminomethyl)-6,7-dimethoxy-3-valerylquinoline. This compound was recrystallized from ethyl acetate-hexane to give colorless prisms. mp. 137°-139° C. The reactants are COc1cc(-c2cnn(C)c2)cn2ncc(CN3CC4(CCN(C(=O)OC(C)(C)C)CC4)C3)c12, ClCCl, O=C(O)C(F)(F)F. The product is COc1cc(-c2cnn(C)c2)cn2ncc(CN3CC4(CCNCC4)C3)c12. Reaction SMILES: [CH3:1][O:2][c:3]1[c:4]2[n:5]([cH:6][c:7](-[c:9]3[cH:10][n:11][n:12]([CH3:14])[cH:13]3)[cH:8]1)[n:15][cH:16][c:17]2[CH2:18][N:19]1[CH2:20][C:21]2([CH2:22]1)[CH2:23][CH2:24][N:25]([C:28]([O:29][C:30]([CH3:31])([CH3:32])[CH3:33])=[O:34])[CH2:26][CH2:27]2.[Cl:42][CH2:43][Cl:44].[OH:35][C:36]([C:37]([F:38])([F:39])[F:40])=[O:41]>>[CH3:1][O:2][c:3]1[c:4]2[n:5]([cH:6][c:7](-[c:9]3[cH:10][n:11][n:12]([CH3:14])[cH:13]3)[cH:8]1)[n:15][cH:16][c:17]2[CH2:18][N:19]1[CH2:20][C:21]2([CH2:22]1)[CH2:23][CH2:24][NH:25][CH2:26][CH2:27]2. The reactants are [H-].[Al+3].[Li+].[H-].[H-].[H-] (lithium aluminium hydride), C(C1=CC=CC=C1)N1CC2=CC=C(C=C2C1)C(=O)OC (Methyl 2-benzyl-2,3-dihydro-1H-isoindole-5-carboxylate), [H-].[Al+3].[Li+].[H-].[H-].[H-] (lithium aluminium hydride). Run in O1CCCC1 (tetrahydrofuran), O1CCCC1 (tetrahydrofuran). Yields the product C(C1=CC=CC=C1)N1CC2=CC=C(C=C2C1)CO ((2-benzyl-2,3-dihydro-1H-isoindol-5-yl)-methanol). Isolated yield 99.0%. RXN SMILES: [CH2:1]([N:8]1[CH2:16][C:15]2[C:10](=[CH:11][CH:12]=[C:13]([C:17](OC)=[O:18])[CH:14]=2)[CH2:9]1)[C:2]1[CH:7]=[CH:6][CH:5]=[CH:4][CH:3]=1.[H-].[Al+3].[Li+].[H-].[H-].[H-]>O1CCCC1>[CH2:1]([N:8]1[CH2:16][C:15]2[C:10](=[CH:11][CH:12]=[C:13]([CH2:17][OH:18])[CH:14]=2)[CH2:9]1)[C:2]1[CH:3]=[CH:4][CH:5]=[CH:6][CH:7]=1 |f:1.2.3.4.5.6|. Procedure details: Methyl 2-benzyl-2,3-dihydro-1H-isoindole-5-carboxylate (from above) was dissolved in anhydrous tetrahydrofuran (75 ml) and added dropwise over 15 minutes to a rapidly stirred suspension of lithium aluminium hydride (1.71 g, 45.0 mmol) in anhydrous tetrahydrofuran (75 ml). The mixture was stirred at room temperature for 2 hours whereupon excess lithium aluminium hydride was destroyed by the slow dropwise addition of 1M sodium sulphate solution (12 ml). The solids were removed by filtration, rinse... The reactants are C1(CCCCCO1)=O (caprolactone), C1(CCCCCO1)=O (Caprolactone). Solvent: C1(=CC=CC=C1)C (toluene). Reaction conditions: temperature 60 celsius, time 15 minute. The product is C1(CCCCCO1)=O.C(C=C)(=O)[O-] (Caprolactone Acrylate). RXN SMILES: [C:1]1(=[O:8])[O:7][CH2:6][CH2:5][CH2:4][CH2:3][CH2:2]1>C1(C)C=CC=CC=1>[C:1]1(=[O:8])[O:7][CH2:6][CH2:5][CH2:4][CH2:3][CH2:2]1.[C:1]([O-:8])(=[O:7])[CH:2]=[CH2:3] |f:2.3|. Reported procedure: This example illustrates the synthesis of PEG-caprolactone conjugates capped by acrylation. 90 g of the PEG-caprolactone synthesized in Example 9 were added to a 1000 ml three-neck flask. 900 mL of anhydrous toluene were added, and 150 ml of the toluene were distilled off at 110° C. to remove water. The solution was cooled to 60° C. and 8.5 mls of triethylamine were added, followed by 4.8 ml of acryloyl chloride, dropwise from a piper. After 15 minutes, the reaction mixture was precipitated in h... Starting materials: Brc1cccnc1, O=C([O-])[O-], [K+], [K+], c1ccncc1, CCOC(=O)CC(C)c1c[nH]c2ccccc12. The product is CCOC(=O)CC(C)c1cn(-c2cccnc2)c2ccccc12. Reaction SMILES: [Br:18][c:19]1[cH:20][n:21][cH:22][cH:23][cH:24]1.[C:25](=[O:26])([O-:27])[O-:28].[K+:29].[K+:30].[cH:31]1[cH:32][cH:33][n:34][cH:35][cH:36]1.[nH:1]1[cH:2][c:3]([CH:10]([CH2:11][C:12](=[O:13])[O:14][CH2:15][CH3:16])[CH3:17])[c:4]2[cH:5][cH:6][cH:7][cH:8][c:9]12>>[n:1]1(-[c:19]2[cH:20][n:21][cH:22][cH:23][cH:24]2)[cH:2][c:3]([CH:10]([CH2:11][C:12](=[O:13])[O:14][CH2:15][CH3:16])[CH3:17])[c:4]2[cH:5][cH:6][cH:7][cH:8][c:9]12.